From a dataset of the Open Reaction Database (ORD), a public repository of structured organic reaction records. describe an organic reaction: reactants, conditions, products, and yield The reactants are C(C1=CC=CC=C1)[C@@H](CO)NC1=C2N=CN(C2=NC(=N1)Cl)[C@H]1[C@@H]([C@@H]([C@H](C1)NC(CO)=O)O)O (N-{(1S,2R,3S,4R)-4-[6-((S)-1-benzyl-2-hydroxy-ethylamino)-2-chloro-purin-9-yl]-2,3-dihydroxy-cyclopentyl}-2-hydroxy-acetamide), [N+](=O)([O-])C1=NNC=N1 (3-nitro-1,2,4-triazole). Product: O[C@@H]1[C@H](C[C@H]([C@@H]1O)N1C2=NC(=NC(=C2N=C1)N[C@@H](CC1=CC=CC=C1)CO)N1N=C(N=C1)[N+](=O)[O-])NC(CO)=O (N-{(1S,2R,3S,4R)-2,3-Dihydroxy-4-[6-((S)-1-hydroxymethyl-2-phenyl-ethylamino)-2-(3-nitro-[1,2,4]triazol-1-yl)-purin-9-yl]-cyclopentyl}-2-hydroxy-acetamide). Reaction SMILES: [CH2:1]([C@H:8]([NH:11][C:12]1[N:20]=[C:19](Cl)[N:18]=[C:17]2[C:13]=1[N:14]=[CH:15][N:16]2[C@@H:22]1[CH2:26][C@H:25]([NH:27][C:28](=[O:31])[CH2:29][OH:30])[C@@H:24]([OH:32])[C@H:23]1[OH:33])[CH2:9][OH:10])[C:2]1[CH:7]=[CH:6][CH:5]=[CH:4][CH:3]=1.[N+:34]([C:37]1[N:41]=[CH:40][NH:39][N:38]=1)([O-:36])=[O:35]>>[OH:32][C@H:24]1[C@@H:23]([OH:33])[C@H:22]([N:16]2[CH:15]=[N:14][C:13]3[C:17]2=[N:18][C:19]([N:39]2[CH:40]=[N:41][C:37]([N+:34]([O-:36])=[O:35])=[N:38]2)=[N:20][C:12]=3[NH:11][C@H:8]([CH2:9][OH:10])[CH2:1][C:2]2[CH:7]=[CH:6][CH:5]=[CH:4][CH:3]=2)[CH2:26][C@@H:25]1[NH:27][C:28](=[O:31])[CH2:29][OH:30]. Reported procedure: The title compound can be prepared from N-{(1S,2R,3S,4R)-4-[6-((S)-1-benzyl-2-hydroxy-ethylamino)-2-chloro-purin-9-yl]-2,3-dihydroxy-cyclopentyl}-2-hydroxy-acetamide (Intermediate GC) and 3-nitro-1,2,4-triazole, as described for N-{(1S,2R,3S,4R)-4-[6-(2,2-diphenyl-ethylamino)-2-(4-nitro-pyrazol-1-yl)-purin-9-yl]-2,3-dihydroxy-cyclopentyl}-2-hydroxy-acetamide (Intermediate QD).